From a dataset of the Open Reaction Database (ORD), a public repository of structured organic reaction records. describe an organic reaction: reactants, conditions, products, and yield The yield is 78.1%. Run at time 4 hour. Reported procedure: To 1-[4-({(E)-[(tert-butoxycarbonyl)amino][(tert-butoxycarbonyl)imino]methyl}amino)phenyl]-N-methyl-D-prolinamide (Method 58; 1.9 g) was added DCM (60 ml) and TFA (20 ml). The reaction was stirred for 4 hours before removal of the solvent in vacuo. The reaction was basified with 2.0N KOH (20 ml) and extracted with DCM (2×50 ml). Product failed to extract in to DCM, the aqueous was reduced down to 90% of the initial volume and re-extracted with DCM (3×200 ml), dried and solvent removed in vacuo t... Run in C(Cl)Cl (DCM). Reactants: C(C)(C)(C)OC(=O)N/C(=N/C(=O)OC(C)(C)C)/NC1=CC=C(C=C1)N1[C@@H](C(=O)NC)CCC1 (1-[4-({(E)-[(tert-butoxycarbonyl)amino][(tert-butoxycarbonyl)imino]methyl}amino)phenyl]-N-methyl-D-prolinamide), C(=O)(C(F)(F)F)O (TFA), [OH-].[K+] (KOH). Yields the product CNC(=O)[C@@H]1N(CCC1)C1=CC=C(C=C1)NC(=N)N ((R)-1-(4-Guanidino-phenyl)-pyrrolidine-2-carboxylic acid methylamide). As a reaction SMILES: C(OC([NH:8]/[C:9](/[NH:18][C:19]1[CH:24]=[CH:23][C:22]([N:25]2[CH2:33][CH2:32][CH2:31][C@@H:26]2[C:27]([NH:29][CH3:30])=[O:28])=[CH:21][CH:20]=1)=[N:10]/C(OC(C)(C)C)=O)=O)(C)(C)C.C(O)(C(F)(F)F)=O.[OH-].[K+]>C(Cl)Cl>[CH3:30][NH:29][C:27]([C@H:26]1[CH2:31][CH2:32][CH2:33][N:25]1[C:22]1[CH:23]=[CH:24][C:19]([NH:18][C:9]([NH2:10])=[NH:8])=[CH:20][CH:21]=1)=[O:28] |f:2.3|. Starting materials: [Cl-].[Na+] (sodium chloride), C(C=C)C=1C(=CC2=C(N(C(OC2)=O)C)C1)OC (7-allyl-6-methoxy-1-methyl-1,4-dihydrobenz[d][1,3]oxazin-2-one), C(C)(C)(C)O.O (t-butanol water), S(=O)([O-])[O-].[Na+].[Na+] (sodium sulfite), CC[C@H]1CN2CC[C@H]1C[C@@H]2[C@H](C3=C4C=C(C=CC4=NC=C3)OC)OC5=NN=C(C6=CC=CC=C65)O[C@H]([C@H]7C[C@@H]8CCN7C[C@@H]8CC)C9=C1C=C(C=CC1=NC=C9)OC (AD-mix-β). Conditions: time 8 hour. The product is OC(CC=1C(=CC2=C(N(C(OC2)=O)C)C1)OC)CO (7-(2,3-dihydroxypropyl)-6-methoxy-1-methyl-1,4-dihydrobenz[d][1,3]oxazin-2-one). Reaction SMILES: [CH2:1]([C:4]1[C:5]([O:16][CH3:17])=[CH:6][C:7]2[CH2:12][O:11][C:10](=[O:13])[N:9]([CH3:14])[C:8]=2[CH:15]=1)[CH:2]=[CH2:3].CC[C@@H]1[C@@H]2C[C@H]([C@@H](OC3C4C(=CC=CC=4)C(O[C@@H](C4C=CN=C5C=4C=C(OC)C=C5)[C@@H]4N5C[C@H](CC)[C@@H](CC5)C4)=NN=3)C3C=CN=C4C=3C=C([O:39]C)C=C4)N(CC2)C1.S([O-])([O-])=O.[Na+].[Na+].[Cl-].[Na+].C(O)(C)(C)C.[OH2:89]>>[OH:89][CH:2]([CH2:3][OH:39])[CH2:1][C:4]1[C:5]([O:16][CH3:17])=[CH:6][C:7]2[CH2:12][O:11][C:10](=[O:13])[N:9]([CH3:14])[C:8]=2[CH:15]=1 |f:2.3.4,5.6,7.8|. Procedure: 160 mg of 7-allyl-6-methoxy-1-methyl-1,4-dihydrobenz[d][1,3]oxazin-2-one was dissolved in 20 ml of t-butanol-water (1:1). Thereafter, 0.96 g of AD-mix-β was added to the reaction solution, and the obtained mixture was then stirred at room temperature overnight. Thereafter, 1.03 g of sodium sulfite was added to the reaction solution while cooling on ice, and the obtained mixture was stirred at room temperature for 1 hour. A saturated sodium chloride aqueous solution was added to the reaction solu... The reactants are BrCC#CC (1-Bromobut-2-yne), O=CC1=CC(OC)=C(O)C=C1 (vanillin), C([O-])([O-])=O.[K+].[K+] (potassium carbonate). The solvent is CC(=O)C (acetone). Yields the product C(C#CC)OC1=C(C=C(C=O)C=C1)OC (4-(But-2-ynyloxy)-3-methoxybenzaldehyde). Isolated yield 95.2%. RXN SMILES: Br[CH2:2][C:3]#[C:4][CH3:5].[O:6]=[CH:7][C:8]1[CH:16]=[CH:15][C:13]([OH:14])=[C:10]([O:11][CH3:12])[CH:9]=1.C(=O)([O-])[O-].[K+].[K+]>CC(C)=O>[CH2:2]([O:14][C:13]1[CH:15]=[CH:16][C:8]([CH:7]=[O:6])=[CH:9][C:10]=1[O:11][CH3:12])[C:3]#[C:4][CH3:5] |f:2.3.4|. Procedure details: 1-Bromobut-2-yne (0.36 mL, 4.0 mmol) was added to a suspension of vanillin (0.55 g, 3.6 mmol) and potassium carbonate (1.79 g, 10.9 mmol) in acetone (10 mL) and treated according to Procedure 3. 4-(But-2-ynyloxy)-3-methoxybenzaldehyde (0.70 g, 95%) was obtained as a pale yellow crystalline solid; mp 90-92° C.; δH (400 MHz, CDCl3) 1.84 (t, J=2.2 Hz, 3H, CH3), 3.93 (s, 3H, OCH3), 4.81 (q, J=2.2 Hz, 2H, OCH2), 7.12 (d, J5,6=8.4 Hz, 1H, H5), 7.42 (d, J2,6=2.0 Hz, 1H, H2), 7.45 (dd, J5,6=8.4, J2,6=2.... Reactants: N-(N-carbobenzoxy-DL-α-hydroxyalanyl)-L-phenylalanyl-L-proline p-nitrophenyl ester, C(=O)([O-])C(O)C(O)C(=O)[O-].[K+].[K+] (potassium tartrate), C(C(O)C(O)C(=O)O)(=O)O (tartaric acid). Solvent: CC(=O)C (acetone). Reaction conditions: time 18 hour. Product: C(C)(=O)OCC.C(C)(C)OC(C)C (ethyl acetate diisopropyl ether). RXN SMILES: [C:1]([CH:4]([CH:6]([C:8]([O-:10])=[O:9])O)O)([O-])=O.[K+].[K+].[C:13](O)(=O)[CH:14]([CH:16]([C:18](O)=O)[OH:17])O>CC(C)=O>[C:8]([O:10][CH2:13][CH3:14])(=[O:9])[CH3:6].[CH:16]([O:17][CH:4]([CH3:6])[CH3:1])([CH3:18])[CH3:14] |f:0.1.2,5.6|. Procedure: 6.1 g of crude N-(N-carbobenzoxy-DL-α-hydroxyalanyl)-L-phenylalanyl-L-proline p-nitrophenyl ester obtained in step hi), hii) or hiii) below, in 300 ml acetone, is treated with a 10% (w/v) potassium tartrate solution (having pH = 7.9). The reaction mixture is stirred for 18 hours at room temperature, and worked up by the addition of 10% (w/v) tartaric acid solution until the reaction mixture is at a pH of 5 and extraction with methylene chloride. The product obtained on concentration is crystalli... Yields the product CC12CC(c3ccc(OCCCCCS(=O)(=O)CCCC(F)(F)C(F)(F)F)cc3)C3c4ccc(OC5CCCC5)cc4CCC3C1CCC2O. RXN SMILES: [CH:1]1([O:6][c:7]2[cH:8][c:9]3[c:22]([cH:23][cH:24]2)[CH:21]2[CH:12]([CH2:11][CH2:10]3)[CH:13]3[CH2:14][CH2:15][CH:16]([OH:49])[C:17]3([CH3:18])[CH2:19][CH:20]2[c:25]2[cH:26][cH:27][c:28]([O:31][CH2:32][CH2:33][CH2:34][CH2:35][CH2:36][S:37](=[O:38])[CH2:39][CH2:40][CH2:41][C:42]([C:43]([F:44])([F:45])[F:46])([F:47])[F:48])[cH:29][cH:30]2)[CH2:2][CH2:3][CH2:4][CH2:5]1.[Cl:50][c:51]1[cH:52][cH:53][cH:54][c:55]([C:56]([O:57][OH:59])=[O:58])[cH:60]1>>[CH:1]1([O:6][c:7]2[cH:8][c:9]3[c:22]([cH:23][cH:24]2)[CH:21]2[CH:12]([CH2:11][CH2:10]3)[CH:13]3[CH2:14][CH2:15][CH:16]([OH:49])[C:17]3([CH3:18])[CH2:19][CH:20]2[c:25]2[cH:26][cH:27][c:28]([O:31][CH2:32][CH2:33][CH2:34][CH2:35][CH2:36][S:37](=[O:38])([CH2:39][CH2:40][CH2:41][C:42]([C:43]([F:44])([F:45])[F:46])([F:47])[F:48])=[O:58])[cH:29][cH:30]2)[CH2:2][CH2:3][CH2:4][CH2:5]1. The reactants are CC12CC(c3ccc(OCCCCCS(=O)CCCC(F)(F)C(F)(F)F)cc3)C3c4ccc(OC5CCCC5)cc4CCC3C1CCC2O, O=C(OO)c1cccc(Cl)c1. Conditions: time 8 hour. Yield: 99.4%. Procedure: Ethyl 4-(2-{(3,5-bis-trifluoromethyl-benzyl)-[2-(cyclopropylmethyl-propyl-amino)-5-trifluoromethyl-benzyl]-amino}-pyrimidin-5-yloxy)-butyrate (290 mg) is dissolved in ethanol (5 ml) and thereto is added a 2N-aqueous sodium hydroxide solution (604 μl) and the mixture is stirred at room temperature overnight. Thereto are added ethyl acetate and a 1N-hydrochloric acid, and the mixture is separated, and the organic layer is washed with a saturated brine, dried over magnesium sulfate, and concentrate... Yields the product FC(C=1C=C(CN(C2=NC=C(C=N2)OCCCC(=O)O)CC2=C(C=CC(=C2)C(F)(F)F)N(CCC)CC2CC2)C=C(C1)C(F)(F)F)(F)F (4-(2-{(3,5-bis-trifluoromethyl-benzyl)-[2-(cyclopropylmethyl-propyl-amino)-5-trifluoromethyl-benzyl]-amino}-pyrimidin-5-yloxy)-butyric acid). Reactants: [OH-].[Na+] (sodium hydroxide), FC(C=1C=C(CN(C2=NC=C(C=N2)OCCCC(=O)OCC)CC2=C(C=CC(=C2)C(F)(F)F)N(CCC)CC2CC2)C=C(C1)C(F)(F)F)(F)F (Ethyl 4-(2-{(3,5-bis-trifluoromethyl-benzyl)-[2-(cyclopropylmethyl-propyl-amino)-5-trifluoromethyl-benzyl]-amino}-pyrimidin-5-yloxy)-butyrate), C(C)(=O)OCC (ethyl acetate). Run in C(C)O (ethanol). Reaction SMILES: [F:1][C:2]([F:50])([F:49])[C:3]1[CH:4]=[C:5]([CH:42]=[C:43]([C:45]([F:48])([F:47])[F:46])[CH:44]=1)[CH2:6][N:7]([CH2:23][C:24]1[CH:29]=[C:28]([C:30]([F:33])([F:32])[F:31])[CH:27]=[CH:26][C:25]=1[N:34]([CH2:38][CH:39]1[CH2:41][CH2:40]1)[CH2:35][CH2:36][CH3:37])[C:8]1[N:13]=[CH:12][C:11]([O:14][CH2:15][CH2:16][CH2:17][C:18]([O:20]CC)=[O:19])=[CH:10][N:9]=1.[OH-].[Na+].C(OCC)(=O)C>C(O)C>[F:50][C:2]([F:1])([F:49])[C:3]1[CH:4]=[C:5]([CH:42]=[C:43]([C:45]([F:46])([F:47])[F:48])[CH:44]=1)[CH2:6][N:7]([CH2:23][C:24]1[CH:29]=[C:28]([C:30]([F:33])([F:32])[F:31])[CH:27]=[CH:26][C:25]=1[N:34]([CH2:38][CH:39]1[CH2:41][CH2:40]1)[CH2:35][CH2:36][CH3:37])[C:8]1[N:9]=[CH:10][C:11]([O:14][CH2:15][CH2:16][CH2:17][C:18]([OH:20])=[O:19])=[CH:12][N:13]=1 |f:1.2|. Starting materials: [BH3-]C#N, CNC, CC(=O)O, CO, Cc1cc(C)c(CNC(=O)c2cc(-c3ccc(C=O)nc3)cc(N(C)C3CCCCC3)c2C)c(=O)[nH]1, [Na+]. Product: Cc1cc(C)c(CNC(=O)c2cc(-c3ccc(CN(C)C)nc3)cc(N(C)C3CCCCC3)c2C)c(=O)[nH]1. RXN SMILES: [C:44]([BH3-:45])#[N:46].[CH3:37][NH:38][CH3:39].[CH3:40][C:41](=[O:42])[OH:43].[CH3:48][OH:49].[CH:1]1([N:7]([c:8]2[c:9]([CH3:35])[c:10]([C:11](=[O:12])[NH:13][CH2:14][c:15]3[c:16](=[O:23])[nH:17][c:18]([CH3:22])[cH:19][c:20]3[CH3:21])[cH:24][c:25](-[c:27]3[cH:28][n:29][c:30]([CH:33]=[O:34])[cH:31][cH:32]3)[cH:26]2)[CH3:36])[CH2:2][CH2:3][CH2:4][CH2:5][CH2:6]1.[Na+:47]>>[CH:1]1([N:7]([c:8]2[c:9]([CH3:35])[c:10]([C:11](=[O:12])[NH:13][CH2:14][c:15]3[c:16](=[O:23])[nH:17][c:18]([CH3:22])[cH:19][c:20]3[CH3:21])[cH:24][c:25](-[c:27]3[cH:28][n:29][c:30]([CH2:33][N:38]([CH3:37])[CH3:39])[cH:31][cH:32]3)[cH:26]2)[CH3:36])[CH2:2][CH2:3][CH2:4][CH2:5][CH2:6]1. The reactants are COC(C(C1=CC=C(C=C1)C(=O)NCCOC1=CC2=CC=CC=C2C=C1)=O)=O (4-[[[2-(2-naphthalenyloxy)ethyl]amino]carbonyl]-alpha-oxobenzeneacetic acid methyl ester), [OH-].[Na+] (sodium hydroxide). Run in CO (methanol), O1CCCC1 (tetrahydrofuran). Product: C1=C(C=CC2=CC=CC=C12)OCCNC(=O)C1=CC=C(C=C1)C(C(=O)O)=O (4-[[[2-(2-naphthalenyloxy)ethyl]amino]carbonyl]-alpha-oxobenzeneacetic acid). Isolated yield 81.6%. RXN SMILES: C[O:2][C:3](=[O:28])[C:4](=[O:27])[C:5]1[CH:10]=[CH:9][C:8]([C:11]([NH:13][CH2:14][CH2:15][O:16][C:17]2[CH:26]=[CH:25][C:24]3[C:19](=[CH:20][CH:21]=[CH:22][CH:23]=3)[CH:18]=2)=[O:12])=[CH:7][CH:6]=1.[OH-].[Na+]>CO.O1CCCC1>[CH:18]1[C:19]2[C:24](=[CH:23][CH:22]=[CH:21][CH:20]=2)[CH:25]=[CH:26][C:17]=1[O:16][CH2:15][CH2:14][NH:13][C:11]([C:8]1[CH:7]=[CH:6][C:5]([C:4](=[O:27])[C:3]([OH:28])=[O:2])=[CH:10][CH:9]=1)=[O:12] |f:1.2|. Procedure: A solution of 4-[[[2-(2-naphthalenyloxy)ethyl]amino]carbonyl]-alpha-oxobenzeneacetic acid methyl ester (0.35 g) in methanol (5 mL) and tetrahydrofuran (5 mL) was treated with 1N sodium hydroxide (1 mL) and after 5 minutes the mixture was concentrated to remove the organic solvents. The residue was acidified with excess hydrochloric acid and extracted with dichloromethane containing a little tetrahydrofuran. The organic layer was washed with water, dried (Na2SO4), filtered and evaporated to give ...